Task: describe an organic reaction: reactants, conditions, products, and yield. Dataset: the Open Reaction Database (ORD), a public repository of structured organic reaction records Reactants: BrC1=NN(C(=C1)C(=O)NC1=C(C=C(C=C1)Cl)C(NC(C)C1CC1)=O)C1=NC=CC=C1Cl (3-bromo-N-(4-chloro-2-(1-cyclopropylethylcarbamoyl)phenyl)-1-(3-chloropyridin-2-yl)-1H-pyrazole-5-carboxamide), BrBr (bromine), C(C)(=O)OCC (ethyl acetate), [OH-].[Na+] (sodium hydroxide). The solvent is O (water). Run at time 18 hour. The product is BrC1=NN(C(=C1)C(=O)NC1=C(C=C(C=C1C(=O)NC(C)C1CC1)Cl)Br)C1=NC=CC=C1Cl (3-bromo-N-[2-bromo-4-chloro-6-[[(1-cyclopropylethyl]amino]carbonyl]phenyl]-1-(3-chloropyridin-2-yl)-1H-pyrazole-5-carboxamide). Yield: 89.8%. Reaction SMILES: [Br:1][C:2]1[CH:6]=[C:5]([C:7]([NH:9][C:10]2[CH:15]=[CH:14][C:13]([Cl:16])=[CH:12][C:11]=2[C:17](=[O:24])[NH:18][CH:19]([CH:21]2[CH2:23][CH2:22]2)[CH3:20])=[O:8])[N:4]([C:25]2[C:30]([Cl:31])=[CH:29][CH:28]=[CH:27][N:26]=2)[N:3]=1.C(OCC)(=O)C.[OH-].[Na+].[Br:40]Br>O>[Br:1][C:2]1[CH:6]=[C:5]([C:7]([NH:9][C:10]2[C:11]([C:17]([NH:18][CH:19]([CH:21]3[CH2:23][CH2:22]3)[CH3:20])=[O:24])=[CH:12][C:13]([Cl:16])=[CH:14][C:15]=2[Br:40])=[O:8])[N:4]([C:25]2[C:30]([Cl:31])=[CH:29][CH:28]=[CH:27][N:26]=2)[N:3]=1 |f:2.3|. Procedure details: A mixed solution comprising 6.0 g of 3-bromo-N-(4-chloro-2-(1-cyclopropylethylcarbamoyl)phenyl)-1-(3-chloropyridin-2-yl)-1H-pyrazole-5-carboxamide and 75 ml of ethyl acetate was cooled with ice, 1.4 g of sodium hydroxide (flakes) was added, and then 2.8 g of bromine was added over a period of 2 hours. After stirring at room temperature for 18 hours, 60 ml of water was added to the reaction liquid, followed by extraction with ethyl acetate. The organic layer was washed with a sodium chloride aque... Starting materials: C(C)(C)(C)OC(=O)N1CC2=CC3=CC(=C(N=C3N2[C@@H](C1)C)Cl)OCC ((R)-6-chloro-7-ethoxy-4-methyl-3,4-dihydro-1H-2,4a,5-triaza-fluorene-2-carboxylic acid tert-butyl ester), C(C)(=O)O (acetic acid), C([O-])(O)=O.[Na+] (sodium bicarbonate). Yields the product C(C)(C)(C)OC(=O)N1C[C@H]2CC3=CC(=C(N=C3N2[C@@H](C1)C)Cl)OCC ((4R,9aR)-6-Chloro-7-ethoxy-4-methyl-3,4,9,9a-tetrahydro-1H-2,4a,5-triaza-fluorene-2-carboxylic acid tert-butyl ester). The yield is 96.8%. As a reaction SMILES: [C:1]([O:5][C:6]([N:8]1[CH2:20][C@@H:19]([CH3:21])[N:18]2[C:10](=[CH:11][C:12]3[C:17]2=[N:16][C:15]([Cl:22])=[C:14]([O:23][CH2:24][CH3:25])[CH:13]=3)[CH2:9]1)=[O:7])([CH3:4])([CH3:3])[CH3:2].C(O)(=O)C.C(=O)(O)[O-].[Na+]>>[C:1]([O:5][C:6]([N:8]1[CH2:20][C@@H:19]([CH3:21])[N:18]2[C@H:10]([CH2:11][C:12]3[C:17]2=[N:16][C:15]([Cl:22])=[C:14]([O:23][CH2:24][CH3:25])[CH:13]=3)[CH2:9]1)=[O:7])([CH3:2])([CH3:4])[CH3:3] |f:2.3|. Procedure details: To a solution of 0.30 g (0.82 mmol) (R)-6-chloro-7-ethoxy-4-methyl-3,4-dihydro-1H-2,4a,5-triaza-fluorene-2-carboxylic acid tert-butyl ester in 6 mL acetic acid 0.26 g (4.10 mmol) sodium cyanoborohydride was added. After 1 h the reaction was poured into 10% aqueous sodium bicarbonate solution and extracted three times with ethyl acetate. The combined organic layers were washed with brine, dried over magnesium sulfate, filtered and evaporated. The residue was purified by column chromatography over...